Dataset: the Open Reaction Database (ORD), a public repository of structured organic reaction records. Task: describe an organic reaction: reactants, conditions, products, and yield Starting materials: ClC=1N=C(C2=C(N1)N(C=C2F)S(=O)(=O)C2=CC=C(C=C2)C)NC2=C(C(=O)O)C(=CC=C2)F (2-({2-chloro-5-fluoro-7-[(4-methylphenyl)sulfonyl]-7H-pyrrolo[2,3-d]pyrimidin-4-yl}amino)-6-fluorobenzoic acid), CN(C)C=O (DMF), C(C(=O)Cl)(=O)Cl (oxalyl chloride). Solvent: C1CCOC1 (THF). Yields the product Cl.ClC1=NC2=C(C3=NC4=CC=CC(=C4C(N31)=O)F)C(=CN2S(=O)(=O)C2=CC=C(C=C2)C)F (5-chloro-1,8-difluoro-3-[(4-methylphenyl)sulfonyl]pyrrolo[2′,3′:4,5]pyrimido[6,1-b]quinazolin-7(3H)-one hydrogen chloride). Reported procedure: A slurry of 2-({2-chloro-5-fluoro-7-[(4-methylphenyl)sulfonyl]-7H-pyrrolo[2,3-d]pyrimidin-4-yl}amino)-6-fluorobenzoic acid (0.68 g, 1.420 mmol) in THF (100 mL) was treated with a drop of DMF, followed by a solution of oxalyl chloride (2M in CH2Cl2, 2.84 mL, 5.48 mmol). After 30 min Et20 (50 mL) was added. The resulting slurry was filtered and the solids were washed with Et2O, then dried in vacuum to obtain 5-chloro-1,8-difluoro-3-[(4-methylphenyl)sulfonyl]pyrrolo[2′,3′:4,5]pyrimido[6,1-b]quinazo... As a reaction SMILES: [Cl:1][C:2]1[N:3]=[C:4]([NH:22][C:23]2[CH:31]=[CH:30][CH:29]=[C:28]([F:32])[C:24]=2[C:25]([OH:27])=O)[C:5]2[C:10]([F:11])=[CH:9][N:8]([S:12]([C:15]3[CH:20]=[CH:19][C:18]([CH3:21])=[CH:17][CH:16]=3)(=[O:14])=[O:13])[C:6]=2[N:7]=1.CN(C=O)C.C(Cl)(=O)C(Cl)=O>C1COCC1>[ClH:1].[Cl:1][C:2]1[N:3]2[C:4](=[N:22][C:23]3[C:24]([C:25]2=[O:27])=[C:28]([F:32])[CH:29]=[CH:30][CH:31]=3)[C:5]2[C:10]([F:11])=[CH:9][N:8]([S:12]([C:15]3[CH:20]=[CH:19][C:18]([CH3:21])=[CH:17][CH:16]=3)(=[O:13])=[O:14])[C:6]=2[N:7]=1 |f:4.5|. The yield is 164.3%. Reactants: [H-].[Na+] (Sodium hydride), O\N=C(\C(=O)OCC)/CC1=CC=CC=C1 (ethyl E-2-hydroxyimino-3-phenylpropionate), ClCC1=CC=C(OCC=2N=C(OC2C)C2=CC=CC=C2)C=C1 (4-(4-chloromethylphenoxymethyl)-5-methyl-2-phenyloxazole), Cl (HCl), C([O-])(O)=O.[Na+] (sodium bicarbonate). The solvent is CN(C=O)C (N,N-dimethylformamide). Reaction conditions: time 1 hour. Product: CC1=C(N=C(O1)C1=CC=CC=C1)COC1=CC=C(CO\N=C(\C(=O)O)/CC2=CC=CC=C2)C=C1 (E-2-[4-(5-methyl-2-phenyl-4-oxazolylmethoxy)benzyloxyimino]-3-phenylpropionic acid). The yield is 58.0%. As a reaction SMILES: [H-].[Na+].[OH:3]/[N:4]=[C:5](\[CH2:11][C:12]1[CH:17]=[CH:16][CH:15]=[CH:14][CH:13]=1)/[C:6]([O:8]CC)=[O:7].Cl[CH2:19][C:20]1[CH:39]=[CH:38][C:23]([O:24][CH2:25][C:26]2[N:27]=[C:28]([C:32]3[CH:37]=[CH:36][CH:35]=[CH:34][CH:33]=3)[O:29][C:30]=2[CH3:31])=[CH:22][CH:21]=1.Cl.C(=O)(O)[O-].[Na+]>CN(C)C=O>[CH3:31][C:30]1[O:29][C:28]([C:32]2[CH:33]=[CH:34][CH:35]=[CH:36][CH:37]=2)=[N:27][C:26]=1[CH2:25][O:24][C:23]1[CH:22]=[CH:21][C:20]([CH2:19][O:3]/[N:4]=[C:5](\[CH2:11][C:12]2[CH:13]=[CH:14][CH:15]=[CH:16][CH:17]=2)/[C:6]([OH:8])=[O:7])=[CH:39][CH:38]=1 |f:0.1,5.6|. Reported procedure: Sodium hydride (60% in oil, 127 mg) was added under a nitrogen atmosphere to a solution of ethyl E-2-hydroxyimino-3-phenylpropionate (661 mg) and 4-(4-chloromethylphenoxymethyl)-5-methyl-2-phenyloxazole (1.00 g) in N,N-dimethylformamide (10 ml) at room temperature and the mixture was stirred for 1 hour. After adding 1N HCl (5 ml), aqueous sodium bicarbonate was added, and then the mixture was extracted with ethyl acetate. The ethyl acetate layer was washed with saturated aqueous sodium chloride,... Starting materials: O=C1OCC2=NC(=CC=C21)CCC=O (3-(5-Oxo-5,7-dihydro-furo[3,4-b]pyridin-2-yl)-propionaldehyde), OC1CNCCC1 (3-hydroxypiperidine). The product is OC1CN(CCC1)CCCC1=CC=C2C(=N1)COC2=O (2-[3-(3-Hydroxy-piperidin-1-yl)-propyl]-7H-furo[3,4-b]pyridin-5-one). Isolated yield 74.2%. RXN SMILES: [O:1]=[C:2]1[C:10]2[C:5](=[N:6][C:7]([CH2:11][CH2:12][CH:13]=O)=[CH:8][CH:9]=2)[CH2:4][O:3]1.[OH:15][CH:16]1[CH2:21][CH2:20][CH2:19][NH:18][CH2:17]1>>[OH:15][CH:16]1[CH2:21][CH2:20][CH2:19][N:18]([CH2:13][CH2:12][CH2:11][C:7]2[N:6]=[C:5]3[CH2:4][O:3][C:2](=[O:1])[C:10]3=[CH:9][CH:8]=2)[CH2:17]1. Procedure: In a process similar to that described in Preparation 8, 3-(5-Oxo-5,7-dihydro-furo[3,4-b]pyridin-2-yl)-propionaldehyde (76 mg, 0.4 mmol) and 3-hydroxypiperidine (41 mg, 0.4 mmol) are reacted to provide the title compound as a white solid (82 mg, 74%). As a reaction SMILES: [F:1][C:2]1[CH:3]=[C:4]([CH:14]=[CH:15][CH:16]=1)[CH2:5][O:6][C:7]1[CH:13]=[CH:12][C:10]([NH2:11])=[CH:9][CH:8]=1.[Cl:17][C:18]1[C:27]2[C:22](=[CH:23][CH:24]=[C:25]([C:28]3[O:29][C:30]([CH3:33])=[N:31][N:32]=3)[CH:26]=2)[N:21]=[CH:20][N:19]=1>>[ClH:17].[F:1][C:2]1[CH:3]=[C:4]([CH:14]=[CH:15][CH:16]=1)[CH2:5][O:6][C:7]1[CH:13]=[CH:12][C:10]([NH:11][C:20]2[N:19]=[CH:18][C:27]3[C:22](=[CH:23][CH:24]=[C:25]([C:28]4[O:29][C:30]([CH3:33])=[N:31][N:32]=4)[CH:26]=3)[N:21]=2)=[CH:9][CH:8]=1 |f:2.3|. Product: Cl.FC=1C=C(COC2=CC=C(C=C2)NC2=NC3=CC=C(C=C3C=N2)C=2OC(=NN2)C)C=CC1 ((4-(3-Fluoro-benzyloxy)-phenyl)-(6-(5-methyl-1,3,4-oxadiazol-2-yl)-quinazolinyl)-amine hydrochloride). The reactants are FC=1C=C(COC2=CC=C(N)C=C2)C=CC1 (4-(3-fluoro-benzyloxy)aniline), ClC1=NC=NC2=CC=C(C=C12)C=1OC(=NN1)C (4-chloro-6-(5-methyl-1,3,4-oxadiazol-2-yl)-quinazoline). Procedure: The title compound was prepared according to Procedure A from 4-(3-fluoro-benzyloxy)aniline and 4-chloro-6-(5-methyl-1,3,4-oxadiazol-2-yl)-quinazoline; δH [2H6]DMSO 11.71(1H,bs), 9.40(1H,s), 8.90(1H,s), 8.58(1H,d), 8.09(1H,d), 7.66(2H,d), 7.47(1H,m), 7.33(2H,m), 7.15(3H,m), 5.21(2H,s), 2.65(3H,s); m/z (M+1+) 428. The reactants are CC(O)(CCn1cc([N+](=O)[O-])nc1Cl)COc1ccc(Br)nc1, [H-], [Na+]. Yields the product CC1(COc2ccc(Br)nc2)CCn2cc([N+](=O)[O-])nc2O1. RXN SMILES: [Br:1][c:2]1[cH:3][cH:4][c:5]([O:8][CH2:9][C:10]([CH2:11][CH2:12][n:13]2[c:14]([Cl:21])[n:15][c:16]([N+:18](=[O:19])[O-:20])[cH:17]2)([OH:22])[CH3:23])[cH:6][n:7]1.[H-:25].[Na+:24]>>[Br:1][c:2]1[cH:3][cH:4][c:5]([O:8][CH2:9][C:10]2([CH3:23])[CH2:11][CH2:12][n:13]3[c:14]([n:15][c:16]([N+:18](=[O:19])[O-:20])[cH:17]3)[O:22]2)[cH:6][n:7]1. The reactants are CC(=O)OC1CSC(Oc2ccccc2Br)C(OC(C)=O)C1OC(C)=O, OB(O)c1cccnc1. Yields the product CC(=O)OC1CSC(Oc2ccccc2-c2cccnc2)C(OC(C)=O)C1OC(C)=O. As a reaction SMILES: [C:1]([CH3:2])(=[O:3])[O:4][CH:5]1[CH:6]([O:7][c:8]2[c:9]([Br:14])[cH:10][cH:11][cH:12][cH:13]2)[S:15][CH2:16][CH:17]([O:23][C:24]([CH3:25])=[O:26])[CH:18]1[O:19][C:20]([CH3:21])=[O:22].[n:27]1[cH:28][c:29]([B:33]([OH:34])[OH:35])[cH:30][cH:31][cH:32]1>>[C:1]([CH3:2])(=[O:3])[O:4][CH:5]1[CH:6]([O:7][c:8]2[c:9](-[c:29]3[cH:28][n:27][cH:32][cH:31][cH:30]3)[cH:10][cH:11][cH:12][cH:13]2)[S:15][CH2:16][CH:17]([O:23][C:24]([CH3:25])=[O:26])[CH:18]1[O:19][C:20]([CH3:21])=[O:22]. Starting materials: CC#N, Nc1ccc2c(c1)COC(NC1CCCc3ccccc31)=N2, O=C(CCl)ON1C(=O)CCC1=O. The product is O=C(CCl)Nc1ccc2c(c1)COC(NC1CCCc3ccccc31)=N2. Reaction SMILES: [CH3:35][C:36]#[N:37].[CH:1]1([NH:11][C:12]2=[N:17][c:16]3[c:15]([cH:21][c:20]([NH2:22])[cH:19][cH:18]3)[CH2:14][O:13]2)[CH2:2][CH2:3][CH2:4][c:5]2[cH:6][cH:7][cH:8][cH:9][c:10]21.[O:23]=[C:24]1[CH2:25][CH2:26][C:27](=[O:28])[N:29]1[O:30][C:31]([CH2:32][Cl:33])=[O:34]>>[CH:1]1([NH:11][C:12]2=[N:17][c:16]3[c:15]([cH:21][c:20]([NH:22][C:31](=[O:30])[CH2:32][Cl:33])[cH:19][cH:18]3)[CH2:14][O:13]2)[CH2:2][CH2:3][CH2:4][c:5]2[cH:6][cH:7][cH:8][cH:9][c:10]21. The reactants are CC=1SC(=CN1)CCC(=O)O (2-methyl-5-thiazole-propanoic acid), S(O)(O)(=O)=O (sulfuric acid), CO (methanol). Product: CC=1SC(=CN1)CCC(=O)OC (methyl 2-methyl-5-thiazole-propanoate). As a reaction SMILES: [CH3:1][C:2]1[S:3][C:4]([CH2:7][CH2:8][C:9]([OH:11])=[O:10])=[CH:5][N:6]=1.S(=O)(=O)(O)O.[CH3:17]O>>[CH3:1][C:2]1[S:3][C:4]([CH2:7][CH2:8][C:9]([O:11][CH3:17])=[O:10])=[CH:5][N:6]=1. Reported procedure: A mixture of 31.7 g of the product of Step B, 3.2 ml of concentrated sulfuric acid and 300 ml of methanol was refluxed for 16 hours and was evaporated to dryness under reduced pressure. The residue was taken up in 100 ml of water and concentrated ammonium hydroxide was added thereto to adjust the pH to 12-13. The mixture was extracted with methylene chloride and the extracts were dried over magnesium sulfate and evaporated to dryness under reduced pressure to obtain 35 g of raw methyl 2-methyl-5...